This data is from the Open Reaction Database (ORD), a public repository of structured organic reaction records. The task is: describe an organic reaction: reactants, conditions, products, and yield Reactants: [N+](=O)([O-])C=1C(=CC(=C(C(=O)N[C@@H]2CC[C@H](CC2)C(F)(F)F)C1)Cl)N (5-Nitro-2-chloro-4-amino-N-(trans-4-trifluoromethyl-cyclohex-1-yl)-benzamide). The reagents and catalysts are [Ni] (Ra—Ni). The product is NC1=CC(=C(C(=O)N[C@@H]2CC[C@H](CC2)C(F)(F)F)C=C1N)Cl (4,5-Diamino-2-chloro-N-(trans-4-trifluoromethyl-cyclohex-1-yl)-benzamide). Reaction SMILES: [N+:1]([C:4]1[C:5]([NH2:24])=[CH:6][C:7]([Cl:23])=[C:8]([CH:22]=1)[C:9]([NH:11][C@H:12]1[CH2:17][CH2:16][C@H:15]([C:18]([F:21])([F:20])[F:19])[CH2:14][CH2:13]1)=[O:10])([O-])=O>[Ni]>[NH2:24][C:5]1[C:4]([NH2:1])=[CH:22][C:8]([C:9]([NH:11][C@H:12]2[CH2:13][CH2:14][C@H:15]([C:18]([F:19])([F:20])[F:21])[CH2:16][CH2:17]2)=[O:10])=[C:7]([Cl:23])[CH:6]=1. Procedure: 5-Nitro-2-chloro-4-amino-N-(trans-4-trifluoromethyl-cyclohex-1-yl)-benzamide was hydrogenated with Ra—Ni in analogy to example 66g. The crude material was directly used without further purification. The reactants are [BH4-], CCOC(C)=O, CO, CCC1CC(=O)c2ccc(C)nc2N1C(=O)OC(C)C, NCc1cc(C(F)(F)F)cc(C(F)(F)F)c1, [Na+], [Na+], [OH-]. Yields the product CCC1CC(NCc2cc(C(F)(F)F)cc(C(F)(F)F)c2)c2ccc(C)nc2N1C(=O)OC(C)C. Reaction SMILES: [BH4-:37].[CH3:41][CH2:42][O:43][C:44](=[O:45])[CH3:46].[CH3:47][OH:48].[CH:1]([CH3:2])([CH3:3])[O:4][C:5](=[O:6])[N:7]1[CH:8]([CH2:19][CH3:20])[CH2:9][C:10](=[O:18])[c:11]2[cH:12][cH:13][c:14]([CH3:17])[n:15][c:16]21.[F:21][C:22]([c:23]1[cH:24][c:25]([CH2:26][NH2:27])[cH:28][c:29]([C:31]([F:32])([F:33])[F:34])[cH:30]1)([F:35])[F:36].[Na+:38].[Na+:40].[OH-:39]>>[CH:1]([CH3:2])([CH3:3])[O:4][C:5](=[O:6])[N:7]1[CH:8]([CH2:19][CH3:20])[CH2:9][CH:10]([NH:27][CH2:26][c:25]2[cH:24][c:23]([C:22]([F:21])([F:35])[F:36])[cH:30][c:29]([C:31]([F:32])([F:33])[F:34])[cH:28]2)[c:11]2[cH:12][cH:13][c:14]([CH3:17])[n:15][c:16]21. Reactants: ClC=1C(=C2C3=C(COCC3=CC=C2)C1)C1=NC(=NC(=C1)S(=O)C)N (4-(5-chloro-1H,3H-benzo[de]isochromen-6-yl)-6-methanesulfinyl-pyrimidin-2-ylamine), SCC(C(=O)O)C (3-mercapto-2-methylpropionic acid). The product is NC1=NC(=CC(=N1)SCC(C(=O)O)C)C=1C(=CC=2COCC3=CC=CC1C23)Cl (3-[2-amino-6-(5-chloro-1H,3H-benzo[de]isochromen-6-yl)-pyrimidin-4-ylsulfanyl]-2-methyl-propionic acid). Yield: 99.9%. Reaction SMILES: [Cl:1][C:2]1[C:3]([C:15]2[CH:20]=[C:19]([S:21]([CH3:23])=O)[N:18]=[C:17]([NH2:24])[N:16]=2)=[C:4]2[CH:13]=[CH:12][CH:11]=[C:10]3[C:5]2=[C:6]([CH:14]=1)[CH2:7][O:8][CH2:9]3.S[CH2:26][CH:27](C)[C:28]([OH:30])=[O:29]>>[NH2:24][C:17]1[N:18]=[C:19]([S:21][CH2:23][CH:27]([CH3:26])[C:28]([OH:30])=[O:29])[CH:20]=[C:15]([C:3]2[C:2]([Cl:1])=[CH:14][C:6]3[CH2:7][O:8][CH2:9][C:10]4[C:5]=3[C:4]=2[CH:13]=[CH:12][CH:11]=4)[N:16]=1. Procedure: Partially purified 4-(5-chloro-1H,3H-benzo[de]isochromen-6-yl)-6-methanesulfinyl-pyrimidin-2-ylamine (99.9 mg) obtained in Step 5 of Example 314 was reacted with 3-mercapto-2-methylpropionic acid (133.0 mg) instead of mercaptoacetic acid using the same operation as the production method described in Step 6 of Example 314, and thus, 3-[2-amino-6-(5-chloro-1H,3H-benzo[de]isochromen-6-yl)-pyrimidin-4-ylsulfanyl]-2-methyl-propionic acid (115.4 mg) was obtained. Then, the obtained 3-[2-amino-6-(5-chl... Reactants: NC[C@H]1CN(CC1)C(=O)OC(C)(C)C ((S)-3-(aminomethyl)-1-N-tert-butyloxycarbonylpyrrolidine), ClC=1C=C(C=O)C=C(C1)Cl (3,5-dichlorobenzaldehyde), C(=O)([O-])[C@H](O)[C@@H](O)C(=O)[O-] (L-tartrate). Yields the product C(=O)(O)[C@H](O)[C@@H](O)C(=O)O.CC(C)N(CC1=CC(=CC(=C1)Cl)Cl)C[C@H]1CNCC1 (N-(1-Methylethyl)-N-{(3,5-dichlorophenyl)methyl}-(3R)-pyrrolidine-3-yl-methylamine L-Tartrate). Reaction SMILES: [NH2:1][CH2:2][C@@H:3]1[CH2:7][CH2:6][N:5](C(OC(C)(C)C)=O)[CH2:4]1.[Cl:15][C:16]1[CH:17]=[C:18]([CH:21]=[C:22]([Cl:24])[CH:23]=1)[CH:19]=O.[C:25]([C@@H:28]([C@H:30]([C:32]([O-:34])=[O:33])[OH:31])[OH:29])([O-:27])=[O:26]>>[C:25]([C@@H:28]([C@H:30]([C:32]([OH:34])=[O:33])[OH:31])[OH:29])([OH:27])=[O:26].[CH3:25][CH:28]([N:1]([CH2:2][C@@H:3]1[CH2:7][CH2:6][NH:5][CH2:4]1)[CH2:19][C:18]1[CH:17]=[C:16]([Cl:15])[CH:23]=[C:22]([Cl:24])[CH:21]=1)[CH3:30] |f:3.4|. Procedure details: The title compound is prepared starting from (S)-3-(aminomethyl)-1-N-tert-butyloxycarbonylpyrrolidine following the procedures described in Example 11, except 3,5-dichlorobenzaldehyde replaces 2,4-dichlorobenzaldehyde in step (i). The L-tartrate salt is obtainable by freeze-drying from water-acetonitrile. 1H NMR (300 MHz, DMSO) δH: 7.45 (1H, s), 7.34 (2H, s), 3.88 (2H, s), 3.55 (2H, s), 3.22-3.01 (3H, m), 2.83-2.72 (2H, m), 2.37 (3H, brs), 1.98-1.91 (1H, m), 1.60-1.45 (1H, m), 0.97 (6H, m). LCMS... Reactants: C=Cc1nc(OCC)n(Cc2ccc(-c3ccccc3C(=O)OC(C)(C)C)cc2)c1C=NO, CCO, [OH-], [OH-], O, [Pd+2]. Yields the product CCOc1nc(CC)c(C=NO)n1Cc1ccc(-c2ccccc2C(=O)OC(C)(C)C)cc1. As a reaction SMILES: [C:1]([CH3:2])([CH3:3])([CH3:4])[O:5][C:6](=[O:7])[c:8]1[c:9](-[c:14]2[cH:15][cH:16][c:17]([CH2:20][n:21]3[c:22]([O:31][CH2:32][CH3:33])[n:23][c:24]([CH:29]=[CH2:30])[c:25]3[CH:26]=[N:27][OH:28])[cH:18][cH:19]2)[cH:10][cH:11][cH:12][cH:13]1.[CH3:34][CH2:35][OH:36].[OH-:37].[OH-:39].[OH2:40].[Pd+2:38]>>[C:1]([CH3:2])([CH3:3])([CH3:4])[O:5][C:6](=[O:7])[c:8]1[c:9](-[c:14]2[cH:15][cH:16][c:17]([CH2:20][n:21]3[c:22]([O:31][CH2:32][CH3:33])[n:23][c:24]([CH2:29][CH3:30])[c:25]3[CH:26]=[N:27][OH:28])[cH:18][cH:19]2)[cH:10][cH:11][cH:12][cH:13]1.